From a dataset of the Open Reaction Database (ORD), a public repository of structured organic reaction records. describe an organic reaction: reactants, conditions, products, and yield Procedure details: Tetramethylammonium hydroxide pentahydrate (1.7 g, 9.4 mmol) was added to a solution of the title product of Example 1 (2.0 g, 8.7 mmol) in 45 mL of anhydrous acetonitrile. After stirring for 4 hours at room temperature, methyl iodide (0.6 mL, 9.6 mmol) was added and the resulting milky solution stirred at room temperature. The solvent was removed by rotary evaporator and partioned between diethyl ether and water. The organic phase was washed with brine, dried over magnesium sulfate, filtered an... As a reaction SMILES: O.O.O.O.O.[OH-].C[N+](C)(C)C.[CH3:12][O:13][CH2:14][CH2:15][CH2:16][CH2:17][CH2:18][CH2:19][CH2:20][CH2:21][CH2:22][CH2:23][CH2:24][C:25]([OH:27])=[O:26].[CH3:28]I>C(#N)C>[CH3:12][O:13][CH2:14][CH2:15][CH2:16][CH2:17][CH2:18][CH2:19][CH2:20][CH2:21][CH2:22][CH2:23][CH2:24][C:25]([O:27][CH3:28])=[O:26] |f:0.1.2.3.4.5.6|. Run at time 4 hour. Starting materials: O.O.O.O.O.[OH-].C[N+](C)(C)C (Tetramethylammonium hydroxide pentahydrate), COCCCCCCCCCCCC(=O)O (12-Methoxydodecanoic Acid), CI (methyl iodide). Solvent: C(C)#N (acetonitrile). Isolated yield 98.8%. Product: COCCCCCCCCCCCC(=O)OC (Methyl 12-Methoxydodecanoate).